From a dataset of the Open Reaction Database (ORD), a public repository of structured organic reaction records. describe an organic reaction: reactants, conditions, products, and yield The reactants are ClC1=C(C=C(C=C1)OC)C(C(=O)C=1C=CC2=C(N(C(CO2)=O)C)C1)C (6-[2-(2-chloro-5-methoxy-phenyl)-propionyl]-4-methyl-4H-benzo[1,4]oxazin-3-one), FC(F)(F)[Si](C)(C)C ((trifluoromethyl)trimethylsilane), solution, [F-].C(CCC)[N+](CCCC)(CCCC)CCCC (tetrabutylammonium fluoride), [F-].C[N+](C)(C)C (Tetramethylammonium fluoride). Run in O1CCCC1 (tetrahydrofuran), O1CCCC1 (tetrahydrofuran), O1CCCC1 (tetrahydrofuran). Conditions: temperature 0 celsius, time 15 minute. Product: ClC1=C(C=C(C=C1)OC)C(C(C(F)(F)F)(O)C=1C=CC2=C(N(C(CO2)=O)C)C1)C (6-[2-(2-Chloro-5-methoxy-phenyl)-1-hydroxy-1-trifluoromethyl-propyl]-4-methyl-4H-benzo[1,4]oxazin-3-one). The yield is 78.7%. RXN SMILES: [Cl:1][C:2]1[CH:7]=[CH:6][C:5]([O:8][CH3:9])=[CH:4][C:3]=1[CH:10]([CH3:25])[C:11]([C:13]1[CH:14]=[CH:15][C:16]2[O:21][CH2:20][C:19](=[O:22])[N:18]([CH3:23])[C:17]=2[CH:24]=1)=[O:12].[F:26][C:27]([Si](C)(C)C)([F:29])[F:28].[F-].C[N+](C)(C)C.[F-].C([N+](CCCC)(CCCC)CCCC)CCC>O1CCCC1>[Cl:1][C:2]1[CH:7]=[CH:6][C:5]([O:8][CH3:9])=[CH:4][C:3]=1[CH:10]([CH3:25])[C:11]([C:13]1[CH:14]=[CH:15][C:16]2[O:21][CH2:20][C:19](=[O:22])[N:18]([CH3:23])[C:17]=2[CH:24]=1)([OH:12])[C:27]([F:29])([F:28])[F:26] |f:2.3,4.5|. Reported procedure: To a solution of 6-[2-(2-chloro-5-methoxy-phenyl)-propionyl]-4-methyl-4H-benzo[1,4]oxazin-3-one (1.17 g) in tetrahydrofuran (60 ml) was added a solution of (trifluoromethyl)trimethylsilane (703 mg) in tetrahydrofuran (10 ml) at 0° C. Tetramethylammonium fluoride (30 mg) was added and the mixture was stirred at 0° C. for 30 min and at room temperature for 15 min. A 1 M solution of tetrabutylammonium fluoride in tetrahydrofuran (3.26 ml) was added and the mixture was stirred for 20 min. The solven... Procedure: Potassium tert-butoxide (77.2 mL of a 1 M solution in THF) was added to a solution of tert-butyl 3-[2-(chloromethyl)-1H-imidazo[4,5-c]quinolin-1-yl]propylcarbamate (24.12 g, 64.34 mmol, prepared according to the methods described in Example 6 Parts A through C) in THF (250 mL), and the reaction was stirred overnight at ambient temperature. The solvent was removed under reduced pressure, and the residue was purified by column chromatography on silica gel (eluting with 2N ammonia in methanol/dichl... Conditions: time 8 hour. Reaction SMILES: CC(C)([O-])C.[K+].Cl[CH2:8][C:9]1[N:10]([CH2:22][CH2:23][CH2:24][NH:25][C:26](=[O:32])[O:27][C:28]([CH3:31])([CH3:30])[CH3:29])[C:11]2[C:20]3[CH:19]=[CH:18][CH:17]=[CH:16][C:15]=3[N:14]=[CH:13][C:12]=2[N:21]=1>C1COCC1>[CH:19]1[CH:18]=[CH:17][CH:16]=[C:15]2[C:20]=1[C:11]1[N:10]3[CH2:22][CH2:23][CH2:24][N:25]([C:26]([O:27][C:28]([CH3:31])([CH3:30])[CH3:29])=[O:32])[CH2:8][C:9]3=[N:21][C:12]=1[CH:13]=[N:14]2 |f:0.1|. Starting materials: CC(C)([O-])C.[K+] (Potassium tert-butoxide), solution, ClCC=1N(C2=C(C=NC=3C=CC=CC23)N1)CCCNC(OC(C)(C)C)=O (tert-butyl 3-[2-(chloromethyl)-1H-imidazo[4,5-c]quinolin-1-yl]propylcarbamate). Run in C1CCOC1 (THF), C1CCOC1 (THF). The product is C1=C2C3=C(C=NC2=CC=C1)N=C1N3CCCN(C1)C(=O)OC(C)(C)C (tert-butyl 11,12-dihydro-8H-[1,4]diazepino[1′,2′:1,2]imidazo[4,5-c]quinoline-9(10H)-carboxylate). Procedure details: 308 mg (0.85 mmol) of mono(2-cyanoethyl) 4-(3-chlorophenyl)-2,6-dimethyl-1,4-dihydropyridine-3,5-dicarboxylate, 348 mg (1.65 mmol) of 3,3-diphenyl-2-propene-1-ol, 260 mg (1.36 mmol) of 1-(3-dimethylaminopropyl)-3-ethylcarbodiimide hydrochloride and 26 mg (0.21 mmol) of 4-dimethylaminopyridine were stirred together in 10 ml of dichloromethane at room temperature for one hour. Water was added to the reaction liquid. After the extraction with dichloromethane, the organic layer was dried over anhydr... Reagents/catalysts: CN(C1=CC=NC=C1)C (4-dimethylaminopyridine). Reaction SMILES: [Cl:1][C:2]1[CH:3]=[C:4]([CH:8]2[C:13]([C:14]([O-:16])=[O:15])=[C:12]([CH3:17])[NH:11][C:10]([CH3:18])=[C:9]2[C:19]([O:21][CH2:22][CH2:23][C:24]#[N:25])=[O:20])[CH:5]=[CH:6][CH:7]=1.[C:26]1([C:32]([C:36]2[CH:41]=[CH:40][CH:39]=[CH:38][CH:37]=2)=[CH:33][CH2:34]O)[CH:31]=[CH:30][CH:29]=[CH:28][CH:27]=1.Cl.CN(C)CCCN=C=NCC.O>CN(C)C1C=CN=CC=1.ClCCl>[Cl:1][C:2]1[CH:3]=[C:4]([CH:8]2[C:13]([C:14]([O:16][CH2:34][CH:33]=[C:32]([C:26]3[CH:31]=[CH:30][CH:29]=[CH:28][CH:27]=3)[C:36]3[CH:41]=[CH:40][CH:39]=[CH:38][CH:37]=3)=[O:15])=[C:12]([CH3:17])[NH:11][C:10]([CH3:18])=[C:9]2[C:19]([O:21][CH2:22][CH2:23][C:24]#[N:25])=[O:20])[CH:5]=[CH:6][CH:7]=1 |f:2.3|. The reactants are ClC=1C=C(C=CC1)C1C(=C(NC(=C1C(=O)[O-])C)C)C(=O)OCCC#N (mono(2-cyanoethyl) 4-(3-chlorophenyl)-2,6-dimethyl-1,4-dihydropyridine-3,5-dicarboxylate), C1(=CC=CC=C1)C(=CCO)C1=CC=CC=C1 (3,3-diphenyl-2-propene-1-ol), Cl.CN(CCCN=C=NCC)C (1-(3-dimethylaminopropyl)-3-ethylcarbodiimide hydrochloride), O (Water). The solvent is ClCCl (dichloromethane). The product is ClC=1C=C(C=CC1)C1C(=C(NC(=C1C(=O)OCC=C(C1=CC=CC=C1)C1=CC=CC=C1)C)C)C(=O)OCCC#N (5-(3,3-diphenyl-2-propene-1-yl) 3-(2-cyanoethyl) 4-(3-chlorophenyl)-2,6-dimethyl-1,4-dihydropyridine-3,5-dicarboxylate). The reactants are C[Si](Cl)(Cl)Cl (methyltrichlorosilane), C(C)OCC (diethyl ether), Cl[Mg]C[Si](C)(C)C (chlorotrimethylsilylmethyl magnesium). Run in CCCCCC (hexane). Run at time 2 hour. The product is C[Si](C)(C)C[Si](Cl)(Cl)C ((trimethylsilylmethyl)methyldichlorosilane). Isolated yield 43.0%. Reaction SMILES: [CH3:1][Si:2]([Cl:5])(Cl)[Cl:3].C(OCC)C.Cl[Mg][CH2:13][Si:14]([CH3:17])([CH3:16])[CH3:15]>CCCCCC>[CH3:13][Si:14]([CH2:17][Si:2]([CH3:1])([Cl:5])[Cl:3])([CH3:16])[CH3:15]. Reported procedure: In a 1-1 flask equipped with a dropping funnel, reflux condenser, stirrer and nitrogen gas introducing tube were placed 149 g (1 mol) of methyltrichlorosilane and 250 ml of diethyl ether. While stirring the mixture, the above chlorotrimethylsilylmethyl magnesium was dropwise added thereto over a period of 2 hours. After completion of the addition, the mixture was refluxed with heating and stirring for 36 hours. After cooling, 200 ml of hexane was added to the reaction mixture, and the salts form... The reactants are BrC=1C=C(C=CC1)C1N(C2=CC=C(C=C2C(C1)(C)C)C(F)(F)F)C (2-(3-bromo-phenyl)-1,4,4-trimethyl-6-trifluoromethyl-1,2,3,4-tetrahydro-quinoline), NC1(CC1)C(=O)O (1-amino-cyclopropanecarboxylic acid), C([O-])([O-])=O.[K+].[K+] (potassium carbonate). The reagents and catalysts are [Cu]I (copper(I) iodide). The solvent is CS(=O)C (dimethyl sulfoxide). Yields the product CN1C(CC(C2=CC(=CC=C12)C(F)(F)F)(C)C)C=1C=C(C=CC1)NC1(CC1)C(=O)O (1-[3-(1,4,4-trimethyl-6-trifluoromethyl-1,2,3,4-tetrahydro-quinolin-2-yl)-phenylamino]-cyclopropanecarboxylic acid). Isolated yield 40.1%. Reaction SMILES: Br[C:2]1[CH:3]=[C:4]([CH:8]2[CH2:17][C:16]([CH3:19])([CH3:18])[C:15]3[C:10](=[CH:11][CH:12]=[C:13]([C:20]([F:23])([F:22])[F:21])[CH:14]=3)[N:9]2[CH3:24])[CH:5]=[CH:6][CH:7]=1.[NH2:25][C:26]1([C:29]([OH:31])=[O:30])[CH2:28][CH2:27]1.C(=O)([O-])[O-].[K+].[K+]>CS(C)=O.[Cu]I>[CH3:24][N:9]1[C:10]2[C:15](=[CH:14][C:13]([C:20]([F:23])([F:22])[F:21])=[CH:12][CH:11]=2)[C:16]([CH3:19])([CH3:18])[CH2:17][CH:8]1[C:4]1[CH:3]=[C:2]([NH:25][C:26]2([C:29]([OH:31])=[O:30])[CH2:28][CH2:27]2)[CH:7]=[CH:6][CH:5]=1 |f:2.3.4|. Reported procedure: A solution of 2-(3-bromo-phenyl)-1,4,4-trimethyl-6-trifluoromethyl-1,2,3,4-tetrahydro-quinoline (398.0 mg, 1.0 mmol), copper(I) iodide (57.0 mg, 0.3 mmol), 1-amino-cyclopropanecarboxylic acid (309.0 mg, 3.0 mmol) and potassium carbonate (415.0 mg, 3.0 mmol) in dimethyl sulfoxide (2.0 mL) was stirred at 120° C. for 16 h. Then the reaction mixture was cooled to room temperature and extracted with ethyl acetate (150 mL×2), washed with water (50 mL×2) and saturated aqueous ammonium chloride solution... Starting materials: NC1=NC(=C(C(=N1)OS(=O)(=O)C(F)(F)F)[N+](=O)[O-])C=1OC=CC1 (trifluoro-methanesulfonic acid 2-amino-6-furan-2-yl-5-nitro-pyrimidin-4-yl ester), C1(=CC=CC=C1)NCCN (N-phenylethylenediamine). Run in COCCOC (DME). Yields the product O1C(=CC=C1)C1=C(C(=NC(=N1)N)NCCNC1=CC=CC=C1)[N+](=O)[O-] (6-Furan-2-yl-5-nitro-N4-(2-phenylamino-ethyl)-pyrimidine-2,4-diamine). Reaction SMILES: [NH2:1][C:2]1[N:7]=[C:6](OS(C(F)(F)F)(=O)=O)[C:5]([N+:16]([O-:18])=[O:17])=[C:4]([C:19]2[O:20][CH:21]=[CH:22][CH:23]=2)[N:3]=1.[C:24]1([NH:30][CH2:31][CH2:32][NH2:33])[CH:29]=[CH:28][CH:27]=[CH:26][CH:25]=1>COCCOC>[O:20]1[CH:21]=[CH:22][CH:23]=[C:19]1[C:4]1[N:3]=[C:2]([NH2:1])[N:7]=[C:6]([NH:33][CH2:32][CH2:31][NH:30][C:24]2[CH:29]=[CH:28][CH:27]=[CH:26][CH:25]=2)[C:5]=1[N+:16]([O-:18])=[O:17]. Procedure details: From trifluoro-methanesulfonic acid 2-amino-6-furan-2-yl-5-nitro-pyrimidin-4-yl ester and N-phenylethylenediamine in DME. ES-MS m/e (%): 363 (M+Na+, 20), 341 (M+H+, 100). Reactants: C(C)(C)(C)OC(=O)NC1=CC=C(C=C1)C(C=C1CCN(CC1)CC1=CC=CC=C1)=O (N-t-butoxycarbonyl-4-[(1-benzyl-4-piperidinyliden)acetyl]aniline), C[O-].[Na+].CO (sodium methylate·methanol), FC(C(=O)O)(F)F (trifluoroacetic acid). Solvent: C(Cl)(Cl)Cl (chloroform), C(Cl)(Cl)Cl (chloroform). Conditions: time 4 hour. Product: C(C1=CC=CC=C1)N1CCC(CC1)=CC(=O)C1=CC=C(N)C=C1 (4-[(1-benzyl-4-piperidinylidene)acetyl]aniline). Yield: 75.0%. As a reaction SMILES: C(OC([NH:8][C:9]1[CH:14]=[CH:13][C:12]([C:15](=[O:30])[CH:16]=[C:17]2[CH2:22][CH2:21][N:20]([CH2:23][C:24]3[CH:29]=[CH:28][CH:27]=[CH:26][CH:25]=3)[CH2:19][CH2:18]2)=[CH:11][CH:10]=1)=O)(C)(C)C.FC(F)(F)C(O)=O.C[O-].[Na+].CO>C(Cl)(Cl)Cl>[CH2:23]([N:20]1[CH2:21][CH2:22][C:17](=[CH:16][C:15]([C:12]2[CH:11]=[CH:10][C:9]([NH2:8])=[CH:14][CH:13]=2)=[O:30])[CH2:18][CH2:19]1)[C:24]1[CH:25]=[CH:26][CH:27]=[CH:28][CH:29]=1 |f:2.3.4|. Procedure: 4.12 g of N-t-butoxycarbonyl-4-[(1-benzyl-4-piperidinyliden)acetyl]aniline was added to 50 ml of chloroform, and then 10 ml of trifluoroacetic acid was added thereto. The mixture was stirred at room temperature for 4 hours. After the reaction, the reaction mixture was condensed under reduced pressure, and the residue was dissolved in chloroform. Then, the solution was neutralized by adding a 28% sodium methylate·methanol solution thereto. The residue obtained by condensation under reduced pressu... The reactants are C(C1=CC=CC=C1)OC1=CC=C(C=C1)N1C(N(C=2C1=NC=CC2)C2CC2)=O (3-[4-(benzyloxy)phenyl]-1-cyclopropyl-1,3-dihydro-2H-imidazo[4,5-b]pyridin-2-one). Reagents/catalysts: [Pd] (Pd—C). The solvent is CCO (EtOH). Conditions: time 2 hour. The product is C1(CC1)N1C(N(C2=NC=CC=C21)C2=CC=C(C=C2)O)=O (1-cyclopropyl-3-(4-hydroxyphenyl)-1,3-dihydro-2H-imidazo[4,5-b]pyridin-2-one). The yield is 99.2%. RXN SMILES: C([O:8][C:9]1[CH:14]=[CH:13][C:12]([N:15]2[C:19]3=[N:20][CH:21]=[CH:22][CH:23]=[C:18]3[N:17]([CH:24]3[CH2:26][CH2:25]3)[C:16]2=[O:27])=[CH:11][CH:10]=1)C1C=CC=CC=1>CCO.[Pd]>[CH:24]1([N:17]2[C:18]3[C:19](=[N:20][CH:21]=[CH:22][CH:23]=3)[N:15]([C:12]3[CH:13]=[CH:14][C:9]([OH:8])=[CH:10][CH:11]=3)[C:16]2=[O:27])[CH2:26][CH2:25]1. Procedure details: A mixture of 3-[4-(benzyloxy)phenyl]-1-cyclopropyl-1,3-dihydro-2H-imidazo[4,5-b]pyridin-2-one (120 mg) and 10% Pd—C (17.87 mg) in EtOH (10 mL) was hydrogenated under balloon pressure at room temperature for 2 h. The catalyst was removed by filtration and the filtrate was concentrated in vacuo to give 1-cyclopropyl-3-(4-hydroxyphenyl)-1,3-dihydro-2H-imidazo[4,5-b]pyridin-2-one (89 mg) as a white solid. Starting materials: CC[N+](CC)(CC)CC, CN(C)c1ccccc1, CC#N, [Cl-], Nc1nc(C2CCCC2)cc(=O)[nH]1, O=P(Cl)(Cl)Cl. The product is Nc1nc(Cl)cc(C2CCCC2)n1. RXN SMILES: [CH2:29]([N+:30]([CH2:31][CH3:32])([CH2:33][CH3:34])[CH2:35][CH3:36])[CH3:37].[CH3:14][N:15]([CH3:16])[c:17]1[cH:18][cH:19][cH:20][cH:21][cH:22]1.[CH3:38][C:39]#[N:40].[Cl-:28].[NH2:1][c:2]1[n:3][c:4]([CH:9]2[CH2:10][CH2:11][CH2:12][CH2:13]2)[cH:5][c:6](=[O:8])[nH:7]1.[P:23]([Cl:24])([Cl:25])([Cl:26])=[O:27]>>[NH2:1][c:2]1[n:3][c:4]([CH:9]2[CH2:10][CH2:11][CH2:12][CH2:13]2)[cH:5][c:6]([Cl:25])[n:7]1.